This data is from the Open Reaction Database (ORD), a public repository of structured organic reaction records. The task is: describe an organic reaction: reactants, conditions, products, and yield Reactants: CCOC(=O)c1nn(-c2ccc(Cl)cc2)c(=O)cc1C(F)(F)F, O, O=S(=O)(O)O. The product is O=c1cc(C(F)(F)F)cnn1-c1ccc(Cl)cc1. Reaction SMILES: [Cl:6][c:7]1[cH:8][cH:9][c:10](-[n:13]2[n:14][c:15]([C:24]([O:25][CH2:26][CH3:27])=[O:28])[c:16]([C:20]([F:21])([F:22])[F:23])[cH:17][c:18]2=[O:19])[cH:11][cH:12]1.[OH2:29].[S:1](=[O:2])(=[O:3])([OH:4])[OH:5]>>[Cl:6][c:7]1[cH:8][cH:9][c:10](-[n:13]2[n:14][cH:15][c:16]([C:20]([F:21])([F:22])[F:23])[cH:17][c:18]2=[O:19])[cH:11][cH:12]1. Starting materials: CO, [H][H], [OH-], [OH-], CC(C)C1=CC2CC3(C=O)C4CCC(C)C4CC2(COCC#CCO)C13C(=O)[O-], [Pd+2]. The product is CC(C)C1=CC2CC3(C=O)C4CCC(C)C4CC2(COCCCCO)C13C(=O)O. As a reaction SMILES: [CH3:32][OH:33].[H:30][H:31].[OH-:34].[OH-:36].[OH:1][CH2:2][C:3]#[C:4][CH2:5][O:6][CH2:7][C:8]12[CH2:9][CH:10]3[CH:11]([CH3:29])[CH2:12][CH2:13][CH:14]3[C:15]3([CH:27]=[O:28])[C:16]1([C:24](=[O:25])[O-:26])[C:17]([CH:21]([CH3:22])[CH3:23])=[CH:18][CH:19]2[CH2:20]3.[Pd+2:35]>>[OH:1][CH2:2][CH2:3][CH2:4][CH2:5][O:6][CH2:7][C:8]12[CH2:9][CH:10]3[CH:11]([CH3:29])[CH2:12][CH2:13][CH:14]3[C:15]3([CH:27]=[O:28])[C:16]1([C:24](=[O:25])[OH:26])[C:17]([CH:21]([CH3:22])[CH3:23])=[CH:18][CH:19]2[CH2:20]3. Reactants: C(C)(C)(C)ONC(NCCC[C@@H](C(NS(=O)(=O)C1=CC=C(C=C1)N1N=C(C=C1C1=CC=C(C=C1)C)C(F)(F)F)=O)NC(OCC1C2=CC=CC=C2C=2C=CC=CC12)=O)=NS(=O)(=O)C=1C(=C(C2=C(CC(O2)(C)C)C1C)C)C ((S)-(9H-Fluoren-9-yl)methyl (5-(3-(tert-butoxy)-2-((2,2,4,6,7-pentamethyl-2,3-dihydrobenzofuran-5-yl)sulfonyl)guanidino)-1-oxo-1-(4-(5-(p-tolyl)-3-(trifluoromethyl)-1H-pyrazol-1-yl)phenylsulfonamido)pentan-2-yl)carbamate), N1CCCCC1 (piperidine). The solvent is CN(C=O)C (N,N-dimethylformamide). Run at temperature 25 celsius, time 6 hour. The product is N[C@H](C(=O)NS(=O)(=O)C1=CC=C(C=C1)N1N=C(C=C1C1=CC=C(C=C1)C)C(F)(F)F)CCCNC(=NO)N ((S)-2-Amino-5-(2-hydroxyguanidino)-N-((4-(5-(p-tolyl)-3-(trifluoromethyl)-1H-pyrazol-1-yl)phenyl)sulfonyl)pentanamide). Reaction SMILES: C([O:5][NH:6][C:7](=[N:59]S(C1C(C)=C(C)C2OC(C)(C)CC=2C=1C)(=O)=O)[NH:8][CH2:9][CH2:10][CH2:11][C@H:12]([NH:41]C(=O)OCC1C2C=CC=CC=2C2C1=CC=CC=2)[C:13](=[O:40])[NH:14][S:15]([C:18]1[CH:23]=[CH:22][C:21]([N:24]2[C:28]([C:29]3[CH:34]=[CH:33][C:32]([CH3:35])=[CH:31][CH:30]=3)=[CH:27][C:26]([C:36]([F:39])([F:38])[F:37])=[N:25]2)=[CH:20][CH:19]=1)(=[O:17])=[O:16])(C)(C)C.N1CCCCC1>CN(C)C=O>[NH2:41][C@@H:12]([CH2:11][CH2:10][CH2:9][NH:8][C:7]([NH2:59])=[N:6][OH:5])[C:13]([NH:14][S:15]([C:18]1[CH:19]=[CH:20][C:21]([N:24]2[C:28]([C:29]3[CH:30]=[CH:31][C:32]([CH3:35])=[CH:33][CH:34]=3)=[CH:27][C:26]([C:36]([F:39])([F:38])[F:37])=[N:25]2)=[CH:22][CH:23]=1)(=[O:16])=[O:17])=[O:40]. Procedure details: Compound (15a) is treated with 20-50% piperidine in N,N-dimethylformamide (0.1 M) to remove the Fmoc protecting group. The residue is purified by reverse phase chromatography (acetonitrile/water with 0.05% trifluoroacetic acid) and then dissolved in 95% trifluoroacetic acid-methylene chloride (0.1 M). The mixture is stirred at 25° C. for 6 h and then concentrated under reduced pressure. The residue is purified by reverse phase chromatography (acetonitrile/water with 0.05% trifluoroacetic acid) t... Starting materials: COc1cc2nccc(Oc3ccc(N)cc3)c2cc1OC, Cc1ccccc1, CCO, O=C(Cl)c1ccc(C2CCCCC2)cc1, O=C(N=C=S)c1ccc(C2CCCCC2)cc1, O=C(O)c1ccc(C2CCCCC2)cc1, O=S(Cl)Cl. Product: COc1cc2nccc(Oc3ccc(NC(=S)NC(=O)c4ccc(C5CCCCC5)cc4)cc3)c2cc1OC. Reaction SMILES: [CH3:35][O:36][c:37]1[cH:38][c:39]2[c:40]([O:49][c:50]3[cH:51][cH:52][c:53]([NH2:54])[cH:55][cH:56]3)[cH:41][cH:42][n:43][c:44]2[cH:45][c:46]1[O:47][CH3:48].[CH3:74][c:75]1[cH:76][cH:77][cH:78][cH:79][cH:80]1.[CH3:81][CH2:82][OH:83].[CH:20]1([c:21]2[cH:22][cH:23][c:24]([C:25]([Cl:26])=[O:27])[cH:28][cH:29]2)[CH2:30][CH2:31][CH2:32][CH2:33][CH2:34]1.[CH:57]1([c:63]2[cH:64][cH:65][c:66]([C:69](=[O:70])[N:71]=[C:72]=[S:73])[cH:67][cH:68]2)[CH2:58][CH2:59][CH2:60][CH2:61][CH2:62]1.[CH:5]1([c:6]2[cH:7][cH:8][c:9]([C:10]([OH:11])=[O:12])[cH:13][cH:14]2)[CH2:15][CH2:16][CH2:17][CH2:18][CH2:19]1.[S:1]([Cl:2])([Cl:3])=[O:4]>>[CH3:35][O:36][c:37]1[cH:38][c:39]2[c:40]([O:49][c:50]3[cH:51][cH:52][c:53]([NH:54][C:72]([NH:71][C:69]([c:66]4[cH:65][cH:64][c:63]([CH:57]5[CH2:58][CH2:59][CH2:60][CH2:61][CH2:62]5)[cH:68][cH:67]4)=[O:70])=[S:73])[cH:55][cH:56]3)[cH:41][cH:42][n:43][c:44]2[cH:45][c:46]1[O:47][CH3:48]. Reactants: C(C)S(=O)(=O)C=1C=C(C=CC1)C1=CN(C(C2=C1C=1C(=NC=C(C1)C)N2)=O)CC2=CC=C(C=C2)OC (5-[3-(ethylsulfonyl)phenyl]-7-(4-methoxybenzyl)-3-methyl-7,9-dihydro-8H-pyrido[4′,3′:4,5]pyrrolo[2,3-b]pyridin-8-one), O=P(Cl)(Cl)Cl (POCl3). The reagents and catalysts are [Cl-].C[N+](C)(C)C (tetramethylammonium chloride). Conditions: temperature 100 celsius, time 2 hour. Product: ClC1=NC=C(C2=C1NC1=NC=C(C=C12)C)C1=CC(=CC=C1)S(=O)(=O)CC (8-chloro-5-[3-(ethylsulfonyl)phenyl]-3-methyl-9H-pyrido[4′,3′:4,5]pyrrolo[2,3-b]pyridine). Isolated yield 64.1%. RXN SMILES: [CH2:1]([S:3]([C:6]1[CH:7]=[C:8]([C:12]2[C:17]3[C:18]4[C:19]([NH:25][C:16]=3[C:15](=O)[N:14](CC3C=CC(OC)=CC=3)[CH:13]=2)=[N:20][CH:21]=[C:22]([CH3:24])[CH:23]=4)[CH:9]=[CH:10][CH:11]=1)(=[O:5])=[O:4])[CH3:2].O=P(Cl)(Cl)[Cl:38]>[Cl-].C[N+](C)(C)C>[Cl:38][C:15]1[C:16]2[NH:25][C:19]3[C:18]([C:17]=2[C:12]([C:8]2[CH:9]=[CH:10][CH:11]=[C:6]([S:3]([CH2:1][CH3:2])(=[O:5])=[O:4])[CH:7]=2)=[CH:13][N:14]=1)=[CH:23][C:22]([CH3:24])=[CH:21][N:20]=3 |f:2.3|. Reported procedure: A 500 mL round bottom flask equipped with an N2 inlet and reflux condenser was charged with 5-[3-(ethylsulfonyl)phenyl]-7-(4-methoxybenzyl)-3-methyl-7,9-dihydro-8H-pyrido[4′,3′:4,5]pyrrolo[2,3-b]pyridin-8-one (19.3 g, 39.584 mmol), tetramethylammonium chloride (4.77 g, 43.542 mmol), and POCl3 (249.5 g, 1626.905 mmol) at room temperature, transferred to an oil bath and heated at 100° C. The reaction was monitored by HPLC, and determined to be complete after 2 h. The mixture was allowed to cool to...